The task is: describe an organic reaction: reactants, conditions, products, and yield. This data is from the Open Reaction Database (ORD), a public repository of structured organic reaction records. Starting materials: NC1=CC(=C(C=C1)CCCC(=O)NC)F (4-(4-Amino-2-fluorophenyl)-N-methylbutanamide), C1(CCC1)=O (cyclobutanone), C[Si](C)(C)C#N (trimethylsilyl cyanide). The solvent is C(C)(=O)OCC (ethyl acetate). Reaction conditions: temperature 80 celsius, time 15 hour. Product: C(#N)C1(CCC1)NC1=CC(=C(C=C1)CCCC(=O)NC)F (4-(4-(1-Cyanocyclobutylamino)-2-fluorophenyl)-N-methylbutanamide). The yield is 86.4%. Reaction SMILES: [NH2:1][C:2]1[CH:7]=[CH:6][C:5]([CH2:8][CH2:9][CH2:10][C:11]([NH:13][CH3:14])=[O:12])=[C:4]([F:15])[CH:3]=1.[C:16]1(=O)[CH2:19][CH2:18][CH2:17]1.C[Si]([C:25]#[N:26])(C)C>C(OCC)(=O)C>[C:25]([C:16]1([NH:1][C:2]2[CH:7]=[CH:6][C:5]([CH2:8][CH2:9][CH2:10][C:11]([NH:13][CH3:14])=[O:12])=[C:4]([F:15])[CH:3]=2)[CH2:19][CH2:18][CH2:17]1)#[N:26]. Procedure: A mixture of 4-(4-Amino-2-fluorophenyl)-N-methylbutanamide (80) (8 mg, 0.04 mmol), cyclobutanone (5 mg, 0.08 mmol) and trimethylsilyl cyanide (TMSCN, 8 mg, 0.08 mmol) was heated to 80° C. and stirred for 15 h. To the medium was added ethyl acetate (2×20 mL) and then washed with water (2×20 mL). The organic layer was dried over MgSO4 and concentrated and the residue was purified with silica gel column chromatography (dichloromethane:acetone, 9:1) to give 4-(4-(1-Cyanocyclobutylamino)-2-fluorophen... Starting materials: O=S(=O)(Cl)c1ccc(Cl)c(Cl)c1, Nc1cnc(Oc2ccccc2-c2nc3ccccc3s2)c(Cl)c1. Product: O=S(=O)(Nc1cnc(Oc2ccccc2-c2nc3ccccc3s2)c(Cl)c1)c1ccc(Cl)c(Cl)c1. RXN SMILES: [Cl:25][c:26]1[cH:27][c:28]([S:33](=[O:34])(=[O:35])[Cl:36])[cH:29][cH:30][c:31]1[Cl:32].[s:1]1[c:2](-[c:10]2[c:11]([O:12][c:13]3[c:14]([Cl:20])[cH:15][c:16]([NH2:19])[cH:17][n:18]3)[cH:21][cH:22][cH:23][cH:24]2)[n:3][c:4]2[c:5]1[cH:6][cH:7][cH:8][cH:9]2>>[s:1]1[c:2](-[c:10]2[c:11]([O:12][c:13]3[c:14]([Cl:20])[cH:15][c:16]([NH:19][S:33]([c:28]4[cH:27][c:26]([Cl:25])[c:31]([Cl:32])[cH:30][cH:29]4)(=[O:34])=[O:35])[cH:17][n:18]3)[cH:21][cH:22][cH:23][cH:24]2)[n:3][c:4]2[c:5]1[cH:6][cH:7][cH:8][cH:9]2. Starting materials: [H-].[Na+] (sodium hydride), ClC=1C=C2C(N(CNC2=CC1)CCN1CCOCC1)=O (6-chloro-2,3-dihydro-3-[2-(4morpholinyl)ethyl]-4(1H)-quinazolinone), C(C1=CC=CC=C1)Br (benzylbromide). The solvent is CS(=O)C (dimethylsulfoxide), mixture, C1(=CC=CC=C1)C (toluene), CS(=O)C (dimethylsulfoxide), C1(=CC=CC=C1)C (toluene). Run at time 30 minute. The product is C(C1=CC=CC=C1)N1CN(C(C2=CC(=CC=C12)Cl)=O)CCN1CCOCC1 (1-benzyl-6-chloro-2,3-dihydro-3-[2-(4-morpholinyl)ethyl]-4(1H)-quinazolinone). RXN SMILES: [Cl:1][C:2]1[CH:3]=[C:4]2[C:9](=[CH:10][CH:11]=1)[NH:8][CH2:7][N:6]([CH2:12][CH2:13][N:14]1[CH2:19][CH2:18][O:17][CH2:16][CH2:15]1)[C:5]2=[O:20].[H-].[Na+].[CH2:23](Br)[C:24]1[CH:29]=[CH:28][CH:27]=[CH:26][CH:25]=1>C1(C)C=CC=CC=1.CS(C)=O>[CH2:23]([N:8]1[C:9]2[C:4](=[CH:3][C:2]([Cl:1])=[CH:11][CH:10]=2)[C:5](=[O:20])[N:6]([CH2:12][CH2:13][N:14]2[CH2:19][CH2:18][O:17][CH2:16][CH2:15]2)[CH2:7]1)[C:24]1[CH:29]=[CH:28][CH:27]=[CH:26][CH:25]=1 |f:1.2|. Procedure details: 3.50 Grammes (11.8 mmoles) of 6-chloro-2,3-dihydro-3-[2-(4morpholinyl)ethyl]-4(1H)-quinazolinone are dissolved in 20 ml of a mixture of toluene and dimethylsulfoxide in a ratio 5:1. The solution is dripped into a suspension containing 340 mg (14.2 mmoles) of 95% sodium hydride in 30 ml of dimethylsulfoxide and the reaction mixture is kept at 40° C. for 30 minutes. Afterwards a mixture containing 2.11 ml (17.7 mmoles) of benzylbromide and 60 ml of toluene is dripped into the solution and the susp...